Dataset: the Open Reaction Database (ORD), a public repository of structured organic reaction records. Task: describe an organic reaction: reactants, conditions, products, and yield Reactants: ClC1=CC=C(C=C1)N1C(NC[C@@H]1C1=CC(=CC=C1)O)=O ((S)-1-(4-chlorophenyl)-5-(3-hydroxyphenyl)imidazolidin-2-one), O (water), CN(C)C=O (DMF), 3-chloropyradazine, C(=O)([O-])[O-].[Cs+].[Cs+] (Cs2CO3). Run at temperature 80 celsius, time 14 hour. Product: ClC1=CC=C(C=C1)N1C(NC[C@@H]1C1=CC(=CC=C1)OC=1N=NC=CC1)=O ((S)-1-(4-chlorophenyl)-5-(3-(pyridazin-3-yloxy)phenyl)imidazolidin-2-one). As a reaction SMILES: [Cl:1][C:2]1[CH:7]=[CH:6][C:5]([N:8]2[C@@H:12]([C:13]3[CH:18]=[CH:17][CH:16]=[C:15]([OH:19])[CH:14]=3)[CH2:11][NH:10][C:9]2=[O:20])=[CH:4][CH:3]=1.C([O-])([O-])=O.[Cs+].[Cs+].O.C[N:29]([CH:31]=O)C>>[Cl:1][C:2]1[CH:3]=[CH:4][C:5]([N:8]2[C@@H:12]([C:13]3[CH:18]=[CH:17][CH:16]=[C:15]([O:19][C:5]4[N:8]=[N:29][CH:31]=[CH:3][CH:4]=4)[CH:14]=3)[CH2:11][NH:10][C:9]2=[O:20])=[CH:6][CH:7]=1 |f:1.2.3|. Reported procedure: To a solution of (S)-1-(4-chlorophenyl)-5-(3-hydroxyphenyl)imidazolidin-2-one (210 mg, 0.73 mmol, prepared by using a similar procedure as described in Example 460) and 3-chloropyradazine (167 mg, 1.46 mmol) in DMF (2 mL) is added Cs2CO3 (354 mg, 1.09 mmol). The mixture is stirred at 80° C. for 14 h and is then cooled to room temperature. The reaction mixture is then treated with water (20 mL) and extracted with EtOAc (3×15 ml). The combined organic layers are washed with brine and dried (MgSO4)...